From a dataset of the Open Reaction Database (ORD), a public repository of structured organic reaction records. describe an organic reaction: reactants, conditions, products, and yield Starting materials: [OH-].[Na+] (NaOH), COC=1C(C(=NN(C1)C1=CC2=C(OC(O2)(F)F)C=C1F)C(=O)OC)=O (methyl 5-methoxy-4-oxo-1-(2,2,6-trifluoro-1,3-benzodioxol-5-yl)-1,4-dihydropyridazine-3-carboxylate), Cl (HCl). Solvent: CO (MeOH). Run at time 30 minute. Product: COC=1C(C(=NN(C1)C1=CC2=C(OC(O2)(F)F)C=C1F)C(=O)O)=O (5-Methoxy-4-oxo-1-(2,2,6-trifluoro-1,3-benzodioxol-5-yl)-1,4-dihydropyridazine-3-carboxylic acid). Yield: 80.3%. Reaction SMILES: [CH3:1][O:2][C:3]1[C:4](=[O:25])[C:5]([C:21]([O:23]C)=[O:22])=[N:6][N:7]([C:9]2[C:19]([F:20])=[CH:18][C:12]3[O:13][C:14]([F:17])([F:16])[O:15][C:11]=3[CH:10]=2)[CH:8]=1.[OH-].[Na+].Cl>CO>[CH3:1][O:2][C:3]1[C:4](=[O:25])[C:5]([C:21]([OH:23])=[O:22])=[N:6][N:7]([C:9]2[C:19]([F:20])=[CH:18][C:12]3[O:13][C:14]([F:16])([F:17])[O:15][C:11]=3[CH:10]=2)[CH:8]=1 |f:1.2|. Procedure details: To a suspension of methyl 5-methoxy-4-oxo-1-(2,2,6-trifluoro-1,3-benzodioxol-5-yl)-1,4-dihydropyridazine-3-carboxylate (1.53 g, 4.27 mmol) in MeOH (17 mL) was added 1 M NaOH aqueous solution (8.5 mL) at 0° C. The mixture was stirred at room temperature for 30 min. To the mixture was added 1 M HCl aqueous solution (8.5 mL) at 0° C. The mixture was concentrated in vacuo. The precipitates were collected by filtration, washed with water and dried in vacuo at 60° C. to yield the title compound (1.18 ... Starting materials: Cc1ccccc1, CCN(C(C)C)C(C)C, O=C(Cl)Cl, Cl, NO, Cc1cccnc1CN(Cc1ncccc1C)CC1CNC1, [Na+], O=C([O-])O. The product is Cc1cccnc1CN(Cc1ncccc1C)CC1CN(C(=O)NO)C1. RXN SMILES: [CH3:44][c:45]1[cH:46][cH:47][cH:48][cH:49][cH:50]1.[CH:23]([N:24]([CH2:25][CH3:26])[CH:27]([CH3:28])[CH3:29])([CH3:30])[CH3:31].[Cl:32][C:33]([Cl:34])=[O:35].[ClH:38].[NH2:36][OH:37].[NH:1]1[CH2:2][CH:3]([CH2:5][N:6]([CH2:7][c:8]2[n:9][cH:10][cH:11][cH:12][c:13]2[CH3:14])[CH2:15][c:16]2[n:17][cH:18][cH:19][cH:20][c:21]2[CH3:22])[CH2:4]1.[Na+:43].[O-:39][C:40]([OH:41])=[O:42]>>[N:1]1([C:33](=[O:35])[NH:36][OH:37])[CH2:2][CH:3]([CH2:5][N:6]([CH2:7][c:8]2[n:9][cH:10][cH:11][cH:12][c:13]2[CH3:14])[CH2:15][c:16]2[n:17][cH:18][cH:19][cH:20][c:21]2[CH3:22])[CH2:4]1. Starting materials: [N+](=O)([O-])C1=CC=C(C=C1)CCN1C(CNCC1)=O (1-[2-(4-Nitrophenyl)ethyl]piperazin-2-one), FC=1C=C(C=CC1[N+](=O)[O-])CC=O ((3-Fluoro-4-nitrophenyl)acetaldehyde). The product is FC=1C=C(C=CC1[N+](=O)[O-])CCN1CC(N(CC1)CCC1=CC=C(C=C1)[N+](=O)[O-])=O (4-[2-(3-Fluoro-4-nitrophenyl)ethyl]-1-[2-(4-nitrophenyl)ethyl]piperazin-2-one). As a reaction SMILES: [N+:1]([C:4]1[CH:9]=[CH:8][C:7]([CH2:10][CH2:11][N:12]2[CH2:17][CH2:16][NH:15][CH2:14][C:13]2=[O:18])=[CH:6][CH:5]=1)([O-:3])=[O:2].[F:19][C:20]1[CH:21]=[C:22]([CH2:29][CH:30]=O)[CH:23]=[CH:24][C:25]=1[N+:26]([O-:28])=[O:27]>>[F:19][C:20]1[CH:21]=[C:22]([CH2:29][CH2:30][N:15]2[CH2:16][CH2:17][N:12]([CH2:11][CH2:10][C:7]3[CH:8]=[CH:9][C:4]([N+:1]([O-:3])=[O:2])=[CH:5][CH:6]=3)[C:13](=[O:18])[CH2:14]2)[CH:23]=[CH:24][C:25]=1[N+:26]([O-:28])=[O:27]. Procedure details: The title compound was prepared from 1-[2-(4-Nitrophenyl)ethyl]piperazin-2-one and (3-Fluoro-4-nitrophenyl)acetaldehyde following essentially the same procedure as Example 6. The product was purified by mass-directed reverse phase HPLC (AcCN-Water with 0.1% TFA). LC-MS (IE, m/z): 417 [M+1]+.